From a dataset of the Open Reaction Database (ORD), a public repository of structured organic reaction records. describe an organic reaction: reactants, conditions, products, and yield Starting materials: C(C1=CC=CC=C1)OC1=C(C=CC(=C1)C=C)N1CC(NS1(=O)=O)=O (5-(2-benzyloxy-4-vinylphenyl)-1,1-dioxo-1,2,5-thiadiazolidin-3-one), B(Br)(Br)Br (BBr3). The solvent is C(Cl)Cl (CH2Cl2), C(Cl)Cl (CH2Cl2). Conditions: temperature 0 celsius, time 30 minute. Product: OC1=C(C=CC(=C1)C=C)N1CC(NS1(=O)=O)=O (5-(2-Hydroxy-4-vinylphenyl)-1,1-dioxo-1,2,5-thiadiazolidin-3-one). Reaction SMILES: C([O:8][C:9]1[CH:14]=[C:13]([CH:15]=[CH2:16])[CH:12]=[CH:11][C:10]=1[N:17]1[S:21](=[O:23])(=[O:22])[NH:20][C:19](=[O:24])[CH2:18]1)C1C=CC=CC=1.B(Br)(Br)Br>C(Cl)Cl>[OH:8][C:9]1[CH:14]=[C:13]([CH:15]=[CH2:16])[CH:12]=[CH:11][C:10]=1[N:17]1[S:21](=[O:23])(=[O:22])[NH:20][C:19](=[O:24])[CH2:18]1. Procedure details: To a solution of 5-(2-benzyloxy-4-vinylphenyl)-1,1-dioxo-1,2,5-thiadiazolidin-3-one (73 mg, 0.21 mmol) in CH2Cl2 (4 mL) at 0° C. is added dropwise 1M BBr3 (0.32 mL, 0.32 mmol) in CH2Cl2 and the reaction is stirred at 0° C. for 30 min. The mixture is quenched with water (1 mL) followed by washing with Et2O. The aqueous layer is concentrated under reduced pressure and the crude residue is purified by chromatography on a C18 column using a gradient of 0-15% EtOH/water as eluent to give the title co... Reactants: CC(CNC(=O)C(C)C1=CC=C(C#N)C=C1)(C)C ((±)-4-[1-(2,2-dimethylpropyl-carbamoyl)-ethyl]-benzonitrile). The reagents and catalysts are Cl (HCl), [Pd] (Pd/C). Run in CO (methanol). Product: CC(CNC(=O)C(C)C1=CC=C(CN)C=C1)(C)C ((±)-4-[1-(2,2-Dimethylpropyl-carbamoyl)-ethyl]-benzylamine). Isolated yield 84.2%. As a reaction SMILES: [CH3:1][C:2]([CH3:18])([CH3:17])[CH2:3][NH:4][C:5]([CH:7]([C:9]1[CH:16]=[CH:15][C:12]([C:13]#[N:14])=[CH:11][CH:10]=1)[CH3:8])=[O:6]>CO.Cl.[Pd]>[CH3:17][C:2]([CH3:1])([CH3:18])[CH2:3][NH:4][C:5]([CH:7]([C:9]1[CH:10]=[CH:11][C:12]([CH2:13][NH2:14])=[CH:15][CH:16]=1)[CH3:8])=[O:6]. Reported procedure: Bubble nitrogen into a solution of (±)-4-[1-(2,2-dimethylpropyl-carbamoyl)-ethyl]-benzonitrile (80 mg, 0.33 mmol) in methanol (9 mL) with 2 drops of concentrated HCl for 10 min. Add 10% Pd/C (Degussa type E101, 8 mg) and submit the mixture to hydrogenation at atmospheric pressure overnight. Filter the catalyst over Celite® and concentrate the filtrate in vacuo. Partition the solid between saturated aqueous NaHCO3 and EtOAc, and extract again with EtOAc. Dry the combined organics extracts over Mg... The reactants are COC1=NC2=CC=CC=C2C=C1NC(OC1=CC=CC=C1)=O (Phenyl N-(2-methoxyquinolin-3-yl)carbamate), FC1=C(C=CC=C1)N1CCNCC1 (1-(2-fluorophenyl)piperazine). The product is COC1=NC2=CC=CC=C2C=C1NC(=O)N1CCN(CC1)C1=C(C=CC=C1)F (1-[(2-Methoxyquinolin-3-yl)aminocarbonyl]-4-(2-fluorophenyl)piperazine). The yield is 81.0%. Reaction SMILES: [CH3:1][O:2][C:3]1[C:12]([NH:13][C:14](=[O:22])OC2C=CC=CC=2)=[CH:11][C:10]2[C:5](=[CH:6][CH:7]=[CH:8][CH:9]=2)[N:4]=1.[F:23][C:24]1[CH:29]=[CH:28][CH:27]=[CH:26][C:25]=1[N:30]1[CH2:35][CH2:34][NH:33][CH2:32][CH2:31]1>>[CH3:1][O:2][C:3]1[C:12]([NH:13][C:14]([N:33]2[CH2:32][CH2:31][N:30]([C:25]3[CH:26]=[CH:27][CH:28]=[CH:29][C:24]=3[F:23])[CH2:35][CH2:34]2)=[O:22])=[CH:11][C:10]2[C:5](=[CH:6][CH:7]=[CH:8][CH:9]=2)[N:4]=1. Procedure details: Phenyl N-(2-methoxyquinolin-3-yl)carbamate and 1-(2-fluorophenyl)piperazine were reacted by the same way with the example 81 to obtain the titled compound.